This data is from the Open Reaction Database (ORD), a public repository of structured organic reaction records. The task is: describe an organic reaction: reactants, conditions, products, and yield Reactants: BrCCCC(C(=O)OC)(C1=CC(=C(C=C1)OC)OC)C#N (Methyl 5-bromo-2-cyano-2-(3,4-dimethoxyphenyl)pentanoate), CNCCC1=CC=C(C(=O)OCC)C=C1 (Ethyl 4-(2-(methylamino)ethyl)benzoate). Yields the product C(#N)C(CCCN(CCC1=CC=C(C(=O)OCC)C=C1)C)(C(=O)OC)C1=CC(=C(C=C1)OC)OC (Ethyl 4-(2-((4-cyano-4-(3,4-dimethoxyphenyl)-5-methoxy-5-oxopentyl)(methyl)amino)ethyl)benzoate). RXN SMILES: Br[CH2:2][CH2:3][CH2:4][C:5]([C:20]#[N:21])([C:10]1[CH:15]=[CH:14][C:13]([O:16][CH3:17])=[C:12]([O:18][CH3:19])[CH:11]=1)[C:6]([O:8][CH3:9])=[O:7].[CH3:22][NH:23][CH2:24][CH2:25][C:26]1[CH:36]=[CH:35][C:29]([C:30]([O:32][CH2:33][CH3:34])=[O:31])=[CH:28][CH:27]=1>>[C:20]([C:5]([C:10]1[CH:15]=[CH:14][C:13]([O:16][CH3:17])=[C:12]([O:18][CH3:19])[CH:11]=1)([C:6]([O:8][CH3:9])=[O:7])[CH2:4][CH2:3][CH2:2][N:23]([CH3:22])[CH2:24][CH2:25][C:26]1[CH:36]=[CH:35][C:29]([C:30]([O:32][CH2:33][CH3:34])=[O:31])=[CH:28][CH:27]=1)#[N:21]. Procedure: Reaction of 1b with 2c produced 3n. MS found M+H=483. The oxalate salt of 3n was recrystallized from ethyl acetate; mp 88-89° C. Reactants: O1CC1CCCCCCCC (1,2-epoxydecane), CC(CC1=CC=C(C=C1)OC)(C)N (1,1-dimethyl-2-(4-methoxyphenyl)ethylamine). The product is OC(CNC(CC1=CC=C(C=C1)OC)(C)C)CCCCCCCC (N-(2-Hydroxydecanyl)-1,1-dimethyl-2-(4-methoxyphenyl)ethylamine). Isolated yield 21.8%. RXN SMILES: [O:1]1[CH:3]([CH2:4][CH2:5][CH2:6][CH2:7][CH2:8][CH2:9][CH2:10][CH3:11])[CH2:2]1.[CH3:12][C:13]([NH2:24])([CH3:23])[CH2:14][C:15]1[CH:20]=[CH:19][C:18]([O:21][CH3:22])=[CH:17][CH:16]=1>>[OH:1][CH:3]([CH2:4][CH2:5][CH2:6][CH2:7][CH2:8][CH2:9][CH2:10][CH3:11])[CH2:2][NH:24][C:13]([CH3:23])([CH3:12])[CH2:14][C:15]1[CH:20]=[CH:19][C:18]([O:21][CH3:22])=[CH:17][CH:16]=1. Reported procedure: Using the method of Example 5, supra, 1,2-epoxydecane (204 mg, 1.0 mmol) and 1,1-dimethyl-2-(4-methoxyphenyl)ethylamine (197 mg, 1.1 mmol) were used to prepare 73 mg of the title compound as a clear, colorless oil: GC/EI-MS, m/z (rel. int.) 214 (M-121, 100), 196 (27.8), 163 (10), 121 (2.2); 1H-NMR (CDCl3) δ 7.08 (2H, d, J=8.6), 6.83 (2H, d, J=8.6), 3.79 (3H, s), 3.53 (1H, m), 2.79 (1H, dd, J=11.7 and 2.9), 2.67 (2H, s), 2.42 (1H, dd, J=12.6 and 9.6), 1.26 (18 H, m), 1.08 (3H, s), 0.88 (3H, t, J=... Reactants: O (Water), C1(=CC=CC=C1)S (thiophenol), C([O-])([O-])=O.[K+].[K+] (potassium carbonate), FC1=C(C=C(C=C1)F)[N+](=O)[O-] (2,5-difluoronitrobenzene). Run in C(Cl)Cl (CH2Cl2), C(C)#N (acetonitrile). Conditions: time 8 hour. The product is FC1=CC(=C(C=C1)SC1=CC=CC=C1)[N+](=O)[O-] (4-fluoro-2-nitro-1-(phenylsulfanyl) benzene). Yield: 100.3%. RXN SMILES: [C:1]1([SH:7])[CH:6]=[CH:5][CH:4]=[CH:3][CH:2]=1.C(=O)([O-])[O-].[K+].[K+].F[C:15]1[CH:20]=[CH:19][C:18]([F:21])=[CH:17][C:16]=1[N+:22]([O-:24])=[O:23].O>C(#N)C.C(Cl)Cl>[F:21][C:18]1[CH:19]=[CH:20][C:15]([S:7][C:1]2[CH:6]=[CH:5][CH:4]=[CH:3][CH:2]=2)=[C:16]([N+:22]([O-:24])=[O:23])[CH:17]=1 |f:1.2.3|. Procedure details: To a mixture of thiophenol (0.96 mL, 9.3 mmol) and potassium carbonate (1.4 g, 10.1 mmol) in 16 mL of dry acetonitrile is added 2,5-difluoronitrobenzene (1.0 mL, 9.2 mmol). The mixture is allowed to stir overnight at rt. Water (30 mL) and CH2Cl2 are added and the layers seperated. The aqueous layer is extracted with CH2Cl2 (3×25 mL). The combined organics are dried over MgSO4, filtered, and concentrated. Recrystallization from EtOAc/heptane gives 2.3 g (99%) of the title compound as a solid, mp ... Reactants: CC(Cl)Cl, COc1c(-c2cn(Cc3ccc(F)cc3)cn2)nc2n(c1=O)CCOC2(C)C. Product: CC1(C)OCCn2c1nc(-c1cn(Cc3ccc(F)cc3)cn1)c(O)c2=O. Reaction SMILES: [Cl:29][CH:30]([Cl:31])[CH3:32].[F:1][c:2]1[cH:3][cH:4][c:5]([CH2:6][n:7]2[cH:8][n:9][c:10](-[c:12]3[n:13][c:14]4[n:19]([c:20](=[O:24])[c:21]3[O:22][CH3:23])[CH2:18][CH2:17][O:16][C:15]4([CH3:25])[CH3:26])[cH:11]2)[cH:27][cH:28]1>>[F:1][c:2]1[cH:3][cH:4][c:5]([CH2:6][n:7]2[cH:8][n:9][c:10](-[c:12]3[n:13][c:14]4[n:19]([c:20](=[O:24])[c:21]3[OH:22])[CH2:18][CH2:17][O:16][C:15]4([CH3:25])[CH3:26])[cH:11]2)[cH:27][cH:28]1. Reactants: CC(=O)O, CC(C)Nc1ccc2c(c1)OCO2, [N-]=C=O, [Na+], [Na+], [OH-]. Yields the product CC(C)N(C(N)=O)c1ccc2c(c1)OCO2. Reaction SMILES: [CH3:20][C:21](=[O:22])[OH:23].[CH:1]([CH3:2])([CH3:3])[NH:4][c:5]1[cH:6][c:7]2[c:8]([cH:9][cH:10]1)[O:11][CH2:12][O:13]2.[N-:14]=[C:15]=[O:16].[Na+:17].[Na+:19].[OH-:18]>>[CH:1]([CH3:2])([CH3:3])[N:4]([c:5]1[cH:6][c:7]2[c:8]([cH:9][cH:10]1)[O:11][CH2:12][O:13]2)[C:15]([NH2:14])=[O:16]. Reactants: COC=1C=C2C(=CC1OC)N3[C@@H]4[C@]25CCN6[C@H]5C[C@@H]7[C@H]4[C@H](CC3=O)OCC=C7C6.C[C@]12CCC(=O)C[C@H]1CC[C@@H]3[C@@H]2CC[C@]4([C@H]3CC[C@@H]4C(=O)CO)C (brucine hydroxydione), C(C)(=O)OCC (ethyl acetate), Cl (HCl). Run at time 2 minute. The product is C(=O)(OC)CCCCCCC1C(C[C@H](C1=O)O)=O (2-(6'-carbomethoxyhexyl)-4(R)-hydroxy-cyclopentane-1,3-dione). As a reaction SMILES: COC1C=C2[C@@:13]34[C@@H:17]5[CH2:18][C@H:19]6C(CN5[CH2:15][CH2:14]3)=CC[O:25][C@H:21]3[CH2:22][C:23](=[O:24])N([C@H]4[C@@H:20]63)C2=CC=1OC.C[C@@]12[C@H]3CC[C@]4(C)[C@@H](C(CO)=O)CC[C@H]4[C@@H]3CC[C@@H]1CC(=[O:35])CC2.Cl.[C:55]([O:58][CH2:59]C)(=[O:57])[CH3:56]>>[C:55]([CH2:56][CH2:15][CH2:14][CH2:13][CH2:17][CH2:18][CH:19]1[C:20](=[O:35])[C@H:21]([OH:25])[CH2:22][C:23]1=[O:24])([O:58][CH3:59])=[O:57] |f:0.1|. Procedure: The resolved brucine-hydroxydione salt (2.2 g) was dissolved in ethyl acetate (30 ml). To this solution 30 ml of 0.25 N HCl was added and the heterogeneous mixture was stirred very vigorously for 2 minutes. upon standing two layers formed and were separated. The aqueous layer was extracted twice with ethyl acetate. The organic layers from the two extractions were combined and were washed with water and saturated brine solution and were dried over anhydrous magnesium sulfate. Evaporation of the s...